The task is: describe an organic reaction: reactants, conditions, products, and yield. This data is from the Open Reaction Database (ORD), a public repository of structured organic reaction records. The reactants are N1=CN=C(C=C1)C(CC(=O)OCC)=O (ethyl 3-(4-pyrimidinyl)-3-oxopropionate), Cl.CC1(CN=C(NC1)N)C (5,5-dimethyl-1,4,5,6-tetrahydro-2-pyrimidinamine monohydrochloride), C([O-])([O-])=O.[K+].[K+] (potassium carbonate). Run in CO (methanol). Product: CC1(CNC=2N(C(C=C(N2)C2=NC=NC=C2)=O)C1)C (7,7-Dimethyl-2-(pyrimidin-4-yl)-6,7,8,9-tetrahydro-4H-pyrimido[1,2-a]pyrimidin-4-one). As a reaction SMILES: [N:1]1[CH:6]=[CH:5][C:4]([C:7](=O)[CH2:8][C:9]([O:11]CC)=O)=[N:3][CH:2]=1.Cl.[CH3:16][C:17]1([CH3:24])[CH2:22][NH:21][C:20]([NH2:23])=[N:19][CH2:18]1.C(=O)([O-])[O-].[K+].[K+]>CO>[CH3:16][C:17]1([CH3:24])[CH2:22][N:21]2[C:9](=[O:11])[CH:8]=[C:7]([C:4]3[CH:5]=[CH:6][N:1]=[CH:2][N:3]=3)[N:23]=[C:20]2[NH:19][CH2:18]1 |f:1.2,3.4.5|. Reported procedure: A mixture containing 5.15 g (26.52 mmol) of ethyl 3-(4-pyrimidinyl)-3-oxopropionate, (prepared by analogy to the method described in patent DE 2705582), 4.34 g (26.52 mmol) of 5,5-dimethyl-1,4,5,6-tetrahydro-2-pyrimidinamine monohydrochloride (prepared by analogy to U.S. Pat. No. 4,262,122) and 3.66 g (26.5 mmol) of potassium carbonate in 60 ml of methanol were heated at reflux temperature during 18 h. Reactants: NC1=C(C(=O)O)C=C(C=C1)[N+](=O)[O-] (2-amino-5-nitrobenzoic acid), NC(=O)N (urea), [OH-].[Na+] (NaOH). Solvent: CC(=O)O (AcOH). Reaction conditions: temperature 200 celsius. The product is [N+](=O)([O-])C=1C=C2C(NC(NC2=CC1)=O)=O (6-Nitroquinazoline-2,4(1H,3H)-dione). The yield is 73.2%. RXN SMILES: [NH2:1][C:2]1[CH:10]=[CH:9][C:8]([N+:11]([O-:13])=[O:12])=[CH:7][C:3]=1[C:4]([OH:6])=O.[NH2:14][C:15](N)=[O:16].[OH-].[Na+]>CC(O)=O>[N+:11]([C:8]1[CH:7]=[C:3]2[C:2](=[CH:10][CH:9]=1)[NH:1][C:15](=[O:16])[NH:14][C:4]2=[O:6])([O-:13])=[O:12] |f:2.3|. Procedure details: A mixture of 2-amino-5-nitrobenzoic acid (0.588 g, 3.23 mmol) and urea (1.164 g, 19.38 mmol) was heated at 200° C. under N2 for 1 h. The mixture was cooled to room temperature and 4 M NaOH was added until pH=14. It was acidified to pH=5.0 via addition of AcOH. The mixture was filtered and the yellow solid was dried to give the title compound (0.49 g, 72.8%) as a yellow solid. MS: m/z 208.1 [M+1]+. Starting materials: CSSC (dimethyl disulphide), C(CCC)[Li] (n-butyl lithium), BrC1=CC2=C(C(CN(CC2)C)C2=CC=CC=C2)S1 (2-bromo-6-methyl-8-phenyl-5,6,7,8-tetrahydro-4H-thieno[2,3-d]azepine). Solvent: CCCCCC (n-hexane), O1CCCC1 (tetrahydrofuran). Yields the product needles, CN1CC(C2=C(CC1)C=C(S2)SC)C2=CC=CC=C2 (6-Methyl-2-methylthio-8-phenyl-5,6,7,8-tetrahydro-4H-thieno [2,3-d]azepine). Reaction SMILES: C([Li])CCC.Br[C:7]1[S:23][C:10]2[CH:11]([C:17]3[CH:22]=[CH:21][CH:20]=[CH:19][CH:18]=3)[CH2:12][N:13]([CH3:16])[CH2:14][CH2:15][C:9]=2[CH:8]=1.[CH3:24][S:25]SC>CCCCCC.O1CCCC1>[CH3:16][N:13]1[CH2:14][CH2:15][C:9]2[CH:8]=[C:7]([S:25][CH3:24])[S:23][C:10]=2[CH:11]([C:17]2[CH:22]=[CH:21][CH:20]=[CH:19][CH:18]=2)[CH2:12]1. Reported procedure: A solution of n-butyl lithium in n-hexane (1.6M, 0.75 ml) was added dropwise to a stirred solution of 2-bromo-6-methyl-8-phenyl-5,6,7,8-tetrahydro-4H-thieno[2,3-d]azepine (0.40 g hydrobromide salt converted to free base by aqueous ammonia/dichloromethane extraction) in dry tetrahydrofuran (10 ml) cooled to -70° under nitrogen. After 10 minutes at -70° dimethyl disulphide (0.11 ml) was added dropwise and the mixture allowed to warm to room temperature. After 30 minutes the solution was evaporated...